From a dataset of the Open Reaction Database (ORD), a public repository of structured organic reaction records. describe an organic reaction: reactants, conditions, products, and yield Reactants: COc1ccc(-c2ccncc2)cc1Br, CN(C)C=O, [Na+], [Na+], O=C([O-])[O-], O, OB(O)c1ccccc1, [Pd], Cc1ccccc1P(c1ccccc1C)c1ccccc1C. The product is COc1ccc(-c2ccncc2)cc1-c1ccccc1. Reaction SMILES: [Br:1][c:2]1[cH:3][c:4](-[c:10]2[cH:11][cH:12][n:13][cH:14][cH:15]2)[cH:5][cH:6][c:7]1[O:8][CH3:9].[CH3:53][N:54]([CH3:55])[CH:56]=[O:57].[Na+:47].[Na+:48].[O-:49][C:50](=[O:51])[O-:52].[OH2:59].[OH:16][B:17]([OH:18])[c:19]1[cH:20][cH:21][cH:22][cH:23][cH:24]1.[Pd:58].[c:25]1([CH3:26])[cH:27][cH:28][cH:29][cH:30][c:31]1[P:32]([c:33]1[cH:34][cH:35][cH:36][cH:37][c:38]1[CH3:39])[c:40]1[cH:41][cH:42][cH:43][cH:44][c:45]1[CH3:46]>>[c:2]1(-[c:19]2[cH:20][cH:21][cH:22][cH:23][cH:24]2)[cH:3][c:4](-[c:10]2[cH:11][cH:12][n:13][cH:14][cH:15]2)[cH:5][cH:6][c:7]1[O:8][CH3:9]. As a reaction SMILES: [CH3:1][C@@H:2]([NH2:9])[C:3]1[CH:8]=[CH:7][CH:6]=[CH:5][CH:4]=1.[Br:10][CH2:11][CH2:12]O.Br>ClCCl>[BrH:10].[Br:10][CH2:11][CH2:12][NH:9][C@H:2]([CH3:1])[C:3]1[CH:8]=[CH:7][CH:6]=[CH:5][CH:4]=1 |f:4.5|. Solvent: ClCCl (dichloromethane). Reactants: BrCCO (2-bromoethanol), C[C@H](C1=CC=CC=C1)N ((R)-(+)-α-methylbenzylamine), Br (hydrobromic acid). Reaction conditions: temperature 51 celsius, time 50 hour. Product: Br.BrCCN[C@@H](C1=CC=CC=C1)C ((R)-(+)-N-(2-bromoethyl)-α-methylbenzylamine Hydrobromide). Yield: 108.6%. Procedure: 76.61 g (630 mmole) of (R)-(+)-α-methylbenzylamine was dissolved in 77 ml of dichloromethane and 94.8 g (760 mmole) of 2-bromoethanol was added thereto. This mixture was stirred at 51° C. for 50 hours to complete the reaction. The reaction solution was concentrated under reduced pressure and 286.4 ml (2500 mmole) of 48% aqueous hydrobromic acid solution was added thereto and then allowed to react at 126° C. for 30 minutes under refluxing. The reaction solution was then distilled for 2 hours unde... The reactants are FC1=CC=C(C(=O)NC2=NN=NN2)C=C1 (4-fluoro-N-1H-tetrazol-5-ylbenzamide), C(C#C)N (propargylamine), [F-].[K+] (potassium fluoride), C([O-])([O-])=O.[K+].[K+] (potassium carbonate). As a reaction SMILES: F[C:2]1[CH:15]=[CH:14][C:5]([C:6]([NH:8][C:9]2[NH:13][N:12]=[N:11][N:10]=2)=[O:7])=[CH:4][CH:3]=1.[CH2:16]([NH2:19])[C:17]#[CH:18].[F-].[K+].C(=O)([O-])[O-].[K+].[K+]>CS(C)=O.O>[CH2:16]([NH:19][C:2]1[CH:15]=[CH:14][C:5]([C:6]([NH:8][C:9]2[NH:13][N:12]=[N:11][N:10]=2)=[O:7])=[CH:4][CH:3]=1)[C:17]#[CH:18] |f:2.3,4.5.6|. Solvent: CS(=O)C (dimethylsulfoxide), O (water). Procedure: A mixture of 20 g (0.097 mol) of 4-fluoro-N-1H-tetrazol-5-ylbenzamide, 12.8 ml (0.193 mol) of propargylamine, 5.6 g of anhydrous potassium fluoride, and 13 g of potassium carbonate, in 320 ml of dimethylsulfoxide is heated at 50°-70° C. for six to twenty hours. The reaction is poured into water and the precipitate is collected, washed with water, and dried in vacuo to give the title compound. Product: C(C#C)NC1=CC=C(C(=O)NC2=NN=NN2)C=C1 (4-(2-Propynylamino)-N-1H-tetrazol-5-yl-benzamide). The reactants are O(C1=CC=CC=C1)C1=CC=C(C=C1)CC(=O)O (4-phenoxyphenylacetic acid), S(O)(O)(=O)=O (sulfuric acid), CO (methanol). Product: O(C1=CC=CC=C1)C1=CC=C(C=C1)CC(=O)OC (Methyl 2-(4-phenoxyphenyl)acetate). As a reaction SMILES: [O:1]([C:8]1[CH:13]=[CH:12][C:11]([CH2:14][C:15]([OH:17])=[O:16])=[CH:10][CH:9]=1)[C:2]1[CH:7]=[CH:6][CH:5]=[CH:4][CH:3]=1.S(=O)(=O)(O)O.[CH3:23]O>>[O:1]([C:8]1[CH:9]=[CH:10][C:11]([CH2:14][C:15]([O:17][CH3:23])=[O:16])=[CH:12][CH:13]=1)[C:2]1[CH:3]=[CH:4][CH:5]=[CH:6][CH:7]=1. Reported procedure: To a solution of 4-phenoxyphenylacetic acid (1.0 g, 4.38 mmoles) in methanol (5.0 ml) was added concentrated sulfuric acid (0.05 ml, 0.88 mmoles) and the mixture was heated to reflux for about 5 hours. The mixture was cooled and concentrated under reduced pressure. To the residue was added a saturated aqueous solution of sodium bicarbonate (20.0 ml) and the mixture was extracted with ethyl acetate. The combined organic extracts were washed with water and brine, dried over MgSO4, filtered and eva... Starting materials: O=C([O-])O, C[Si](C)(C)O[K], Cc1ccccc1, Cc1cc(CC#N)ccc1F, [Na+], O. Yields the product Cc1cc(CC(N)=O)ccc1F. RXN SMILES: [C:19](=[O:20])([OH:21])[O-:22].[CH3:12][Si:13]([O:14][K:17])([CH3:15])[CH3:16].[CH3:24][c:25]1[cH:26][cH:27][cH:28][cH:29][cH:30]1.[F:1][c:2]1[c:3]([CH3:11])[cH:4][c:5]([CH2:8][C:9]#[N:10])[cH:6][cH:7]1.[Na+:23].[OH2:18]>>[F:1][c:2]1[c:3]([CH3:11])[cH:4][c:5]([CH2:8][C:9]([NH2:10])=[O:14])[cH:6][cH:7]1.